This data is from the Open Reaction Database (ORD), a public repository of structured organic reaction records. The task is: describe an organic reaction: reactants, conditions, products, and yield The reactants are ClCCCl, CCN(C(C)C)C(C)C, O=C(O)c1ccc(O)c(I)c1, N#N, CN(C)C=O, O, On1nnc2ccccc21, NCCCCCCCCc1ccccc1. The product is O=C(NCCCCCCCCc1ccccc1)c1ccc(O)c(I)c1. As a reaction SMILES: [CH2:14]([Cl:15])[CH2:16][Cl:17].[CH:28]([N:29]([CH2:30][CH3:31])[CH:32]([CH3:33])[CH3:34])([CH3:35])[CH3:36].[I:1][c:2]1[cH:3][c:4]([C:5](=[O:6])[OH:7])[cH:8][cH:9][c:10]1[OH:11].[N:12]#[N:13].[O:52]=[CH:53][N:54]([CH3:55])[CH3:56].[OH2:57].[OH:18][n:19]1[c:20]2[c:21]([cH:22][cH:23][cH:24][cH:25]2)[n:26][n:27]1.[c:37]1([CH2:43][CH2:44][CH2:45][CH2:46][CH2:47][CH2:48][CH2:49][CH2:50][NH2:51])[cH:38][cH:39][cH:40][cH:41][cH:42]1>>[I:1][c:2]1[cH:3][c:4]([C:5](=[O:7])[NH:51][CH2:50][CH2:49][CH2:48][CH2:47][CH2:46][CH2:45][CH2:44][CH2:43][c:37]2[cH:38][cH:39][cH:40][cH:41][cH:42]2)[cH:8][cH:9][c:10]1[OH:11]. The reactants are ClC=1C=CC=2N(N1)C(NN2)=O (6-chloro-2,3-dihydro-s-triazolo[4,3-b]-pyridazin-3-one), [SH-].[K+] (potassium hydrosulfide), O (water). The solvent is C(C)O (ethanol). Yields the product SC=1C=CC=2N(N1)C(NN2)=O (6-mercapto-2,3-dihydro-s-triazolo[4,3-b]pyridazin-3-one). Reaction SMILES: Cl[C:2]1[CH:3]=[CH:4][C:5]2[N:6]([C:8](=[O:11])[NH:9][N:10]=2)[N:7]=1.[SH-:12].[K+].O>C(O)C>[SH:12][C:2]1[CH:3]=[CH:4][C:5]2[N:6]([C:8](=[O:11])[NH:9][N:10]=2)[N:7]=1 |f:1.2|. Reported procedure: A mixture of 6-chloro-2,3-dihydro-s-triazolo[4,3-b]-pyridazin-3-one [P. Francavilla and F. Lauria, J. Het. Chem., 8, 415 (1971) ] (1.70 g., 0.01 mole) and potassium hydrosulfide (1.44 g., 0.02 mole) in ethanol (30 ml.) was heated in a sealed tube for 8 hours at 140°. After cooling, water (50 ml.) was added to the reaction mixture and a small amount of insoluble material was removed by filtration. The filtrate being concentrated under reduced pressure, the concentrate was acidified to pH 2 with d...